This data is from the Open Reaction Database (ORD), a public repository of structured organic reaction records. The task is: describe an organic reaction: reactants, conditions, products, and yield The reactants are CCCS, O=[N+]([O-])c1ccc(SCl)c(C(Cl)(Cl)Cl)c1. Yields the product CCCSSc1ccc([N+](=O)[O-])cc1C(Cl)(Cl)Cl. RXN SMILES: [CH2:16]([CH2:17][CH3:18])[SH:19].[N+:1](=[O:2])([O-:3])[c:4]1[cH:5][c:6]([C:12]([Cl:13])([Cl:14])[Cl:15])[c:7]([S:10][Cl:11])[cH:8][cH:9]1>>[N+:1](=[O:2])([O-:3])[c:4]1[cH:5][c:6]([C:12]([Cl:13])([Cl:14])[Cl:15])[c:7]([S:10][S:19][CH2:16][CH2:17][CH3:18])[cH:8][cH:9]1.